Dataset: the Open Reaction Database (ORD), a public repository of structured organic reaction records. Task: describe an organic reaction: reactants, conditions, products, and yield Reactants: C(CCCCCCCCCCCCCCC)NC1=CC=C(S1)C(=O)OCC (ethyl 5-hexadecylamino-2-thiophenecarboxylate), [OH-].[Na+] (sodium hydroxide). Run in C(C)O (ethanol). The product is C(CCCCCCCCCCCCCCC)NC1=CC=C(S1)C(=O)O (5-hexadecylamino-2-thiophenecarboxylic acid). Reaction SMILES: [CH2:1]([NH:17][C:18]1[S:22][C:21]([C:23]([O:25]CC)=[O:24])=[CH:20][CH:19]=1)[CH2:2][CH2:3][CH2:4][CH2:5][CH2:6][CH2:7][CH2:8][CH2:9][CH2:10][CH2:11][CH2:12][CH2:13][CH2:14][CH2:15][CH3:16].[OH-].[Na+]>C(O)C>[CH2:1]([NH:17][C:18]1[S:22][C:21]([C:23]([OH:25])=[O:24])=[CH:20][CH:19]=1)[CH2:2][CH2:3][CH2:4][CH2:5][CH2:6][CH2:7][CH2:8][CH2:9][CH2:10][CH2:11][CH2:12][CH2:13][CH2:14][CH2:15][CH3:16] |f:1.2|. Procedure details: A mixture of 0.1 g. of ethyl 5-hexadecylamino-2-thiophenecarboxylate, 10 ml. of absolute ethanol and 10 ml. of 0.5 N sodium hydroxide is refluxed for 3 hours. The reaction mixture is cooled and then concentrated. The pH of the solution is adjusted to 5.3 and the resulting solid filtered and dried to yield the product. Starting materials: O=C([O-])[O-], CCOC(=O)C(CCCl)Sc1cc(N)c(F)cc1Cl, CCCC[N+](CCCC)(CCCC)CCCC, Cc1ccccc1, [K+], [K+], O=S(=O)([O-])O. The product is CCOC(=O)C1(Sc2cc(N)c(F)cc2Cl)CC1. RXN SMILES: [C:20](=[O:21])([O-:22])[O-:23].[CH2:1]([CH3:2])[O:3][C:4]([CH:5]([CH2:6][CH2:7][Cl:8])[S:9][c:10]1[c:11]([Cl:18])[cH:12][c:13]([F:17])[c:14]([NH2:16])[cH:15]1)=[O:19].[CH2:31]([N+:32]([CH2:33][CH2:34][CH2:35][CH3:36])([CH2:37][CH2:38][CH2:39][CH3:40])[CH2:41][CH2:42][CH2:43][CH3:44])[CH2:45][CH2:46][CH3:47].[CH3:48][c:49]1[cH:50][cH:51][cH:52][cH:53][cH:54]1.[K+:24].[K+:25].[S:26]([O-:27])([OH:28])(=[O:29])=[O:30]>>[CH2:1]([CH3:2])[O:3][C:4]([C:5]1([S:9][c:10]2[c:11]([Cl:18])[cH:12][c:13]([F:17])[c:14]([NH2:16])[cH:15]2)[CH2:6][CH2:7]1)=[O:19]. The reactants are N(=O)[O-].[Na+] (sodium nitrite), NC=1C=C(C(=NC1)CCCN)C (5-Amino-2-(3-aminopropyl)-3-methylpyridine), [OH-].[NH4+] (ammonium hydroxide), Br (hydrobromic acid), cuprous bromide. Reagents/catalysts: [Cu] (copper bronze). Run in O (water), O (water). Run at time 1 hour. Yields the product NCCCC1=NC=C(C=C1C)Br (2-(3-Aminopropyl)-5-bromo-3-methylpyridine). As a reaction SMILES: N[C:2]1[CH:3]=[C:4]([CH3:12])[C:5]([CH2:8][CH2:9][CH2:10][NH2:11])=[N:6][CH:7]=1.N([O-])=O.[Na+].[OH-].[NH4+].[BrH:19]>O.[Cu]>[NH2:11][CH2:10][CH2:9][CH2:8][C:5]1[C:4]([CH3:12])=[CH:3][C:2]([Br:19])=[CH:7][N:6]=1 |f:1.2,3.4|. Procedure: 5-Amino-2-(3-aminopropyl)-3-methylpyridine (8.05 g) in hydrobromic acid (48%, 75 ml) and water (8 ml) wasreacted with cuprous bromide (8.73 g) and copper bronze (0.29 g). A solution of sodium nitrite (5.1 g) in water (8 ml) was added at 5°-8° C. over 40 minutes, the reaction mixture was allowed to stir at 5°-8° C. for one hour and then stirred at room temperature for 3 hours. The cooled reaction mixture was then basified with ammonium hydroxide (70 ml), which was then extracted with chloroform 3... The reactants are ClCCl, OCc1cc2ccnc(Cl)c2[nH]1. Yields the product O=Cc1cc2ccnc(Cl)c2[nH]1. RXN SMILES: [Cl:13][CH2:14][Cl:15].[Cl:1][c:2]1[n:3][cH:4][cH:5][c:6]2[c:7]1[nH:8][c:9]([CH2:11][OH:12])[cH:10]2>>[Cl:1][c:2]1[n:3][cH:4][cH:5][c:6]2[c:7]1[nH:8][c:9]([CH:11]=[O:12])[cH:10]2. Starting materials: C(C)(C)(C)OC(=O)N1[C@@H]([C@H](CC1)O[Si](C)(C)C(C)(C)C)[C@H](C)OS(=O)(=O)C ((2S,3S)—N-tert-Butyloxycarbonyl-3-(tert-butyldimethylsilanyloxy)-2-((1S)-1-methanesulfonyloxyethyl)pyrrolidine), [N-]=[N+]=[N-].[Na+] (sodium azide). Solvent: CCOC(=O)C (EtOAc). Run at temperature 80 celsius. The product is C(C)(C)(C)OC(=O)N1[C@@H]([C@H](CC1)O[Si](C)(C)C(C)(C)C)[C@@H](C)N=[N+]=[N-] ((2R,3S)—N-tert-Butyloxycarbonyl-3-(tert-butyldimethylsilanyloxy)-2-((1R)-1-azidoethyl)pyrrolidine). Yield: 72.3%. RXN SMILES: [C:1]([O:5][C:6]([N:8]1[CH2:12][CH2:11][C@H:10]([O:13][Si:14]([C:17]([CH3:20])([CH3:19])[CH3:18])([CH3:16])[CH3:15])[C@H:9]1[C@@H:21](OS(C)(=O)=O)[CH3:22])=[O:7])([CH3:4])([CH3:3])[CH3:2].[N-:28]=[N+:29]=[N-:30].[Na+]>CCOC(C)=O>[C:1]([O:5][C:6]([N:8]1[CH2:12][CH2:11][C@H:10]([O:13][Si:14]([C:17]([CH3:20])([CH3:19])[CH3:18])([CH3:16])[CH3:15])[C@H:9]1[C@H:21]([N:28]=[N+:29]=[N-:30])[CH3:22])=[O:7])([CH3:4])([CH3:3])[CH3:2] |f:1.2|. Procedure: A mixture of 80B (650 mg, 1.53 mmol) and sodium azide (597 mg, 9.18 mmol) was heated at 80° C. for 2 days. The reaction was diluted with EtOAc (200 mL), washed with brine:water (1:1, 4×15 mL), dried (MgSO4), filtered and concentrated to give the crude product. Purification by chromatography (40 g ISCO silica gel cartridge, 0-20% EtOAc/hexane) provided 80C as a colorless oil (410 mg). MS (ES) m/z 271 [M-Boc+H]+. Run at time 15 minute. The yield is 80.0%. The reactants are BrC=1NC2=CC=CC=C2C1 (bromoindole), [Li]CCCC (n-BuLi). The product is CC=1NC2=CC=CC=C2C1 (2-methylindole), solid. The solvent is C1CCOC1 (THF). Procedure details: The 2-bromoindole derivative 19-1 (1.009 g, 3.00 mmol, prepared as described in Example 12 of WO 03/010141) was dissolved in anhydrous THF (25 mL) under an argon atmosphere and the solution cooled to −78° C. n-BuLi (2.0 M in hexane, 1.60 mL, 3.20 mmol) was added dropwise and the mixture stirred for 15 min. Mel (0.37 mL, 2.00 mmol) was added and stirring was continued for an additional 30 min. The reaction mixture was then warmed up to RT and volatiles removed under reduced pressure. The residue ... Reaction SMILES: Br[C:2]1[NH:3][C:4]2[C:9]([CH:10]=1)=[CH:8][CH:7]=[CH:6][CH:5]=2.[Li][CH2:12]CCC>C1COCC1>[CH3:12][C:2]1[NH:3][C:4]2[C:9]([CH:10]=1)=[CH:8][CH:7]=[CH:6][CH:5]=2. The reactants are Cl.NCC1=CC=C(C=C1)N1C(=NC=2C1=NC=CC2)C=2C(=NC=CC2)N (3-(3-(4-(aminomethyl)phenyl)-3H-imidazo[4,5-b]pyridin-2-yl)pyridin-2-amine HCl salt), O (water), C(C)(C)N(CC)C(C)C (Diisopropylethylamine), C(C)(C)(C)C1=CC=C(C=C1)N=C=O (1-tert-butyl-4-isocyanatobenzene). Run in ClCCl (dichloromethane), ClCCl (dichloromethane). Yields the product NC1=NC=CC=C1C1=NC=2C(=NC=CC2)N1C1=CC=C(CNC(=O)NC2=CC=C(C=C2)C(C)(C)C)C=C1 (1-(4-(2-(2-aminopyridin-3-yl)-3H-imidazo[4,5-b]pyridin-3-yl)benzyl)-3-(4-tert-butylphenyl)urea). The yield is 14.2%. RXN SMILES: Cl.[NH2:2][CH2:3][C:4]1[CH:9]=[CH:8][C:7]([N:10]2[C:14]3=[N:15][CH:16]=[CH:17][CH:18]=[C:13]3[N:12]=[C:11]2[C:19]2[C:20]([NH2:25])=[N:21][CH:22]=[CH:23][CH:24]=2)=[CH:6][CH:5]=1.C(N(C(C)C)CC)(C)C.[C:35]([C:39]1[CH:44]=[CH:43][C:42]([N:45]=[C:46]=[O:47])=[CH:41][CH:40]=1)([CH3:38])([CH3:37])[CH3:36].O>ClCCl>[NH2:25][C:20]1[C:19]([C:11]2[N:10]([C:7]3[CH:6]=[CH:5][C:4]([CH2:3][NH:2][C:46]([NH:45][C:42]4[CH:43]=[CH:44][C:39]([C:35]([CH3:38])([CH3:37])[CH3:36])=[CH:40][CH:41]=4)=[O:47])=[CH:9][CH:8]=3)[C:14]3=[N:15][CH:16]=[CH:17][CH:18]=[C:13]3[N:12]=2)=[CH:24][CH:23]=[CH:22][N:21]=1 |f:0.1|. Procedure: 3-(3-(4-(aminomethyl)phenyl)-3H-imidazo[4,5-b]pyridin-2-yl)pyridin-2-amine HCl salt (63 mg, 0.2 mmol) was suspended in dichloromethane (2 mL). Diisopropylethylamine (0.07 mL, 0.4 mmol) was added. After everything went into solution 1-tert-butyl-4-isocyanatobenzene (32 mg, 0.2 mmol) were added. After 20 min water (10 mL) was added and diluted with dichloromethane (10 mL). The organic phase was separated and dried over Na2SO4. After filtration the solvent was removed under reduced pressure and it ...